describe an organic reaction: reactants, conditions, products, and yield From a dataset of the Open Reaction Database (ORD), a public repository of structured organic reaction records. The reactants are CCOC(=O)C(C)(C)S(=O)(=O)C1CCCCC1, C1CCOC1, [Li+], [OH-], O, O, O. The product is CC(C)(C(=O)O)S(=O)(=O)C1CCCCC1. As a reaction SMILES: [CH2:1]([CH3:2])[O:3][C:4]([C:5]([CH3:6])([CH3:7])[S:8](=[O:9])(=[O:10])[CH:11]1[CH2:12][CH2:13][CH2:14][CH2:15][CH2:16]1)=[O:17].[CH2:21]1[O:22][CH2:23][CH2:24][CH2:25]1.[Li+:20].[OH-:19].[OH2:18].[OH2:26].[OH2:27]>>[O:3]=[C:4]([C:5]([CH3:6])([CH3:7])[S:8](=[O:9])(=[O:10])[CH:11]1[CH2:12][CH2:13][CH2:14][CH2:15][CH2:16]1)[OH:17]. Reactants: C1(CCCCC1)C=1C=2C=CC(=CC2N2C1C1=C(C=C(C2)C2=C(N=CO2)C(=O)N2CCOCC2)C=C(C=C1)OC)C(=O)O (13-Cyclohexyl-3-methoxy-6-(4-(4-morpholinylcarbonyl)-1,3-oxazol-5-yl)-7H-indolo[2,1-a][2]benzazepine-10-carboxylic acid), C1=CN(C=N1)C(=O)N2C=CN=C2 (CDI), C1CCC2=NCCCN2CC1 (DBU), CN(S(=O)(=O)N)C (N,N-Dimethylsulfamide), CN(S(=O)(=O)N)C (N,N-Dimethylsulfamide), C1CCC2=NCCCN2CC1 (DBU). Run in C1CCOC1 (THF). Conditions: time 1 hour. Yields the product C1(CCCCC1)C=1C=2C=CC(=CC2N2C1C1=C(C=C(C2)C2=C(N=CO2)C(=O)N2CCOCC2)C=C(C=C1)OC)C(=O)NS(N(C)C)(=O)=O (13-Cyclohexyl-N-(dimethylsulfamoyl)-3-methoxy-6-(4-(4-morpholinylcarbonyl)-1,3-oxazol-5-yl)-7H-indolo[2,1-a][2]benzazepine-10-carboxamide). The yield is 97.5%. RXN SMILES: [CH:1]1([C:7]2[C:8]3[CH:9]=[CH:10][C:11]([C:40](O)=[O:41])=[CH:12][C:13]=3[N:14]3[CH2:20][C:19]([C:21]4[O:25][CH:24]=[N:23][C:22]=4[C:26]([N:28]4[CH2:33][CH2:32][O:31][CH2:30][CH2:29]4)=[O:27])=[CH:18][C:17]4[CH:34]=[C:35]([O:38][CH3:39])[CH:36]=[CH:37][C:16]=4[C:15]=23)[CH2:6][CH2:5][CH2:4][CH2:3][CH2:2]1.C1N=CN(C(N2C=NC=C2)=O)C=1.[CH3:55][N:56]([CH3:61])[S:57]([NH2:60])(=[O:59])=[O:58].C1CCN2C(=NCCC2)CC1>C1COCC1>[CH:1]1([C:7]2[C:8]3[CH:9]=[CH:10][C:11]([C:40]([NH:60][S:57](=[O:59])(=[O:58])[N:56]([CH3:61])[CH3:55])=[O:41])=[CH:12][C:13]=3[N:14]3[CH2:20][C:19]([C:21]4[O:25][CH:24]=[N:23][C:22]=4[C:26]([N:28]4[CH2:29][CH2:30][O:31][CH2:32][CH2:33]4)=[O:27])=[CH:18][C:17]4[CH:34]=[C:35]([O:38][CH3:39])[CH:36]=[CH:37][C:16]=4[C:15]=23)[CH2:2][CH2:3][CH2:4][CH2:5][CH2:6]1. Procedure: In a 2 dram vial, 13-Cyclohexyl-3-methoxy-6-(4-(4-morpholinylcarbonyl)-1,3-oxazol-5-yl)-7H-indolo[2,1-a][2]benzazepine-10-carboxylic acid (40 mg, 0.070 mmol) in THF (1 ml) and CDI (23.8 mg, 0.147 mmol) was added to the reaction. The reaction was capped under a nitrogen atmosphere and stirred at room temperature for 1 hr. The reaction was then heated at 60 C for 1 hr, cooled and N,N-Dimethylsulfamide (46.5 mg, 0.375 mmol) was added to the reaction followed by DBU (0.014 ml, 0.092 mmol). The react... Starting materials: CCOC(C)=O, Cl, C1COCCO1, COC(=O)c1ccc(-c2ccccc2)cc1NC(=O)c1ccc(OC2CCN(C(=O)OC(C)(C)C)CC2)cc1O. The product is Cl, COC(=O)c1ccc(-c2ccccc2)cc1NC(=O)c1ccc(OC2CCNCC2)cc1O. Reaction SMILES: [CH3:48][CH2:49][O:50][C:51](=[O:52])[CH3:53].[ClH:7].[O:1]1[CH2:2][CH2:3][O:4][CH2:5][CH2:6]1.[OH:8][c:9]1[cH:10][c:11]([O:12][CH:13]2[CH2:14][CH2:15][N:16]([C:19]([O:20][C:21]([CH3:22])([CH3:23])[CH3:24])=[O:25])[CH2:17][CH2:18]2)[cH:26][cH:27][c:28]1[C:29]([NH:30][c:31]1[c:32]([C:43](=[O:44])[O:45][CH3:46])[cH:33][cH:34][c:35](-[c:37]2[cH:38][cH:39][cH:40][cH:41][cH:42]2)[cH:36]1)=[O:47]>>[ClH:7].[OH:8][c:9]1[cH:10][c:11]([O:12][CH:13]2[CH2:14][CH2:15][NH:16][CH2:17][CH2:18]2)[cH:26][cH:27][c:28]1[C:29]([NH:30][c:31]1[c:32]([C:43](=[O:44])[O:45][CH3:46])[cH:33][cH:34][c:35](-[c:37]2[cH:38][cH:39][cH:40][cH:41][cH:42]2)[cH:36]1)=[O:47]. Reaction SMILES: [CH2:1]1[C:10]2[C:5](=[CH:6][CH:7]=[CH:8][CH:9]=2)[CH2:4][CH2:3][N:2]1[S:11]([C:14]1[CH:15]=[C:16]2[C:20](=[CH:21][CH:22]=1)[NH:19][C:18](=[O:23])[CH2:17]2)(=[O:13])=[O:12].[N:24]1([CH2:29][CH2:30][O:31][C:32]2[CH:33]=[C:34]3[C:38](=[CH:39][CH:40]=2)[NH:37][C:36]([CH:41]=O)=[CH:35]3)[CH2:28][CH2:27][CH2:26][CH2:25]1>>[CH2:1]1[C:10]2[C:5](=[CH:6][CH:7]=[CH:8][CH:9]=2)[CH2:4][CH2:3][N:2]1[S:11]([C:14]1[CH:15]=[C:16]2[C:20](=[CH:21][CH:22]=1)[NH:19][C:18](=[O:23])[C:17]2=[CH:41][C:36]1[NH:37][C:38]2[C:34]([CH:35]=1)=[CH:33][C:32]([O:31][CH2:30][CH2:29][N:24]1[CH2:28][CH2:27][CH2:26][CH2:25]1)=[CH:40][CH:39]=2)(=[O:13])=[O:12]. Yields the product C1N(CCC2=CC=CC=C12)S(=O)(=O)C=1C=C2C(C(NC2=CC1)=O)=CC=1NC2=CC=C(C=C2C1)OCCN1CCCC1 (5-(3,4-Dihydro-1H-isoquinoline-2-sulfonyl)-3-[5-(2-pyrrolidin-1-yl-ethoxy)-1H-indol-2-ylmethylene]-1,3-dihydro-indol-2-one). The reactants are C1N(CCC2=CC=CC=C12)S(=O)(=O)C=1C=C2CC(NC2=CC1)=O (5-(3,4-Dihydro-1H-isoquinoline-2-sulfonyl)-1,3-dihydro-indol-2-one), N1(CCCC1)CCOC=1C=C2C=C(NC2=CC1)C=O (5-(2-pyrrolidin-1-yl-ethoxy)-1H-indole-2-carbaldehyde). Procedure details: 5-(3,4-Dihydro-1H-isoquinoline-2-sulfonyl)-1,3-dihydro-indol-2-one was condensed with 5-(2-pyrrolidin-1-yl-ethoxy)-1H-indole-2-carbaldehyde to give the title compound. The reactants are C(=O)O.NCCC1=CC=C(NC2CCN(CC2)C(=O)NC2=CC=C(OCC(=O)OC)C=C2)C=C1 (Methyl 2-{4-[({4-[4-(2-aminoethyl)anilino]-piperidinyl}carbonyl)amino]phenoxy}acetate formate), C(C)(C)(C)[Si](C1=CC=CC=C1)(C1=CC=CC=C1)OC1=CC=C(C=C1)OCC1OC1 (tert-butyl-(4-oxiranylmethoxy-phenoxy)-diphenyl-silane). Solvent: C(Cl)(Cl)Cl.CO (chloroform methanol). Yields the product O[C@@H](CNCCC1=CC=C(C=C1)NC1CCN(CC1)C(=O)NC1=CC=C(OCC(=O)O)C=C1)COC1=CC=C(C=C1)O ((4-{[4-(4-[2-[(2S)-2-Hydroxy-3-(4-hydroxy-phenoxy)-propylamino]-ethyl}-phenylamino)-piperidine-1-carbonyl]-amino]-phenoxy)-acetic acid). Isolated yield 31.0%. Reaction SMILES: C(O)=O.[NH2:4][CH2:5][CH2:6][C:7]1[CH:34]=[CH:33][C:10]([NH:11][CH:12]2[CH2:17][CH2:16][N:15]([C:18]([NH:20][C:21]3[CH:32]=[CH:31][C:24]([O:25][CH2:26][C:27]([O:29]C)=[O:28])=[CH:23][CH:22]=3)=[O:19])[CH2:14][CH2:13]2)=[CH:9][CH:8]=1.C([Si]([O:52][C:53]1[CH:58]=[CH:57][C:56]([O:59][CH2:60][CH:61]2[CH2:63][O:62]2)=[CH:55][CH:54]=1)(C1C=CC=CC=1)C1C=CC=CC=1)(C)(C)C>C(Cl)(Cl)Cl.CO>[OH:62][C@H:61]([CH2:60][O:59][C:56]1[CH:57]=[CH:58][C:53]([OH:52])=[CH:54][CH:55]=1)[CH2:63][NH:4][CH2:5][CH2:6][C:7]1[CH:8]=[CH:9][C:10]([NH:11][CH:12]2[CH2:17][CH2:16][N:15]([C:18]([NH:20][C:21]3[CH:22]=[CH:23][C:24]([O:25][CH2:26][C:27]([OH:29])=[O:28])=[CH:31][CH:32]=3)=[O:19])[CH2:14][CH2:13]2)=[CH:33][CH:34]=1 |f:0.1,3.4|. Procedure: Methyl 2-{4-[({4-[4-(2-aminoethyl)anilino]-piperidinyl}carbonyl)amino]phenoxy}acetate formate (0.48 g, 1.0 mmol) was reacted with tert-butyl-(4-oxiranylmethoxy-phenoxy)-diphenyl-silane (0.25 g, 0.62 mmol) according to Procedure G (eluant: 20:1 chloroform-methanol) to give the title compound (0.16 g, 0.192 mmol). Starting materials: ice water, C(C)(C)(C)OC(=O)N[C@H](C(=O)O)[C@@H](C)C1=CC=CC=C1 ((2S,3S)-2-tert-Butoxycarbonylamino-3-phenyl-butyric acid), N1=CC=CC=C1 (pyridine), N1=C(F)N=C(F)N=C1F (Cyanuric fluoride). The solvent is ClCCl (dichloromethane). Conditions: time 1 hour. Yields the product C(C)(C)(C)OC(N[C@@H]([C@@H](C)C1=CC=CC=C1)C(=O)F)=O (((1S,2S)-1-fluorocarbonyl-2-phenyl-propyl)-carbamic acid tert-butyl ester). Isolated yield 112.8%. RXN SMILES: [C:1]([O:5][C:6]([NH:8][C@@H:9]([C@H:13]([C:15]1[CH:20]=[CH:19][CH:18]=[CH:17][CH:16]=1)[CH3:14])[C:10](O)=[O:11])=[O:7])([CH3:4])([CH3:3])[CH3:2].N1C=CC=CC=1.N1C(F)=NC(F)=NC=1[F:29]>ClCCl>[C:1]([O:5][C:6](=[O:7])[NH:8][C@H:9]([C:10]([F:29])=[O:11])[C@H:13]([C:15]1[CH:20]=[CH:19][CH:18]=[CH:17][CH:16]=1)[CH3:14])([CH3:4])([CH3:3])[CH3:2]. Reported procedure: (2S,3S)-2-tert-Butoxycarbonylamino-3-phenyl-butyric acid (1.94 g, 6.93 mmol) and pyridine (0.63 mL, 7.74 mmol) were dissolved in dichloromethane (50 mL) at −10° C. Cyanuric fluoride (1.80 mL, 21.1 mmol) was added dropwise. The mixture was stirred for 1 hour and ice-water was added. The mixture was extracted with dichloromethane (2×). The organic extracts were washed with water, brine and dried (sodium sulfate). Evaporation of the solvents gave crude ((1S,2S)-1-fluorocarbonyl-2-phenyl-propyl)-car... Reactants: ClCCl, Cl, CC(C)(C)OC(=O)N1CCC(Nc2ccc(F)cn2)C1, C1COCCO1. The product is Fc1ccc(NC2CCNC2)nc1. Reaction SMILES: [Cl:28][CH2:29][Cl:30].[ClH:21].[F:1][c:2]1[cH:3][cH:4][c:5]([NH:8][CH:9]2[CH2:10][N:11]([C:14]([O:15][C:16]([CH3:17])([CH3:18])[CH3:19])=[O:20])[CH2:12][CH2:13]2)[n:6][cH:7]1.[O:22]1[CH2:23][CH2:24][O:25][CH2:26][CH2:27]1>>[F:1][c:2]1[cH:3][cH:4][c:5]([NH:8][CH:9]2[CH2:10][NH:11][CH2:12][CH2:13]2)[n:6][cH:7]1. Starting materials: O=C(OC(Cl)(Cl)Cl)Cl (Diphosgene), C1=CC=CC=2C3=CC=CC=C3C(C12)COC(=O)N1CCC(CC1)C1=NC(=NO1)[C@H]1N(C[C@@H](CC1)NOCC1=CC=CC=C1)C(=O)OC(C)(C)C ((2S,5R)-tert-butyl 2-(5-(1-(((9H-fluoren-9-yl)methoxy) carbonyl)piperidin-4-yl)-1,2,4-oxadiazol-3-yl)-5-(benzyloxyamino)piperidine-1-carboxylate), TEA. Solvent: C(Cl)Cl (DCM), C(Cl)Cl (DCM). Reaction conditions: temperature 0 celsius, time 1 hour. The product is C1=CC=CC=2C3=CC=CC=C3C(C12)COC(=O)N1CCC(CC1)C1=NC(=NO1)[C@H]1N(C[C@@H](CC1)N(C(=O)Cl)OCC1=CC=CC=C1)C(=O)OC(C)(C)C ((2S,5R)-tert-butyl 2-(5-(1-(((9H-fluoren-9-yl)methoxy)carbonyl)piperidin-4-yl)-1,2,4-oxadiazol-3-yl)-5-(benzyloxy(chlorocarbonyl)amino)piperidine-1-carboxylate). The yield is 96.4%. As a reaction SMILES: O=C(Cl)[O:3][C:4](Cl)(Cl)[Cl:5].[CH:9]1[C:21]2[CH:20]([CH2:22][O:23][C:24]([N:26]3[CH2:31][CH2:30][CH:29]([C:32]4[O:36][N:35]=[C:34]([C@@H:37]5[CH2:42][CH2:41][C@@H:40]([NH:43][O:44][CH2:45][C:46]6[CH:51]=[CH:50][CH:49]=[CH:48][CH:47]=6)[CH2:39][N:38]5[C:52]([O:54][C:55]([CH3:58])([CH3:57])[CH3:56])=[O:53])[N:33]=4)[CH2:28][CH2:27]3)=[O:25])[C:19]3[C:14](=[CH:15][CH:16]=[CH:17][CH:18]=3)[C:13]=2[CH:12]=[CH:11][CH:10]=1>C(Cl)Cl>[CH:18]1[C:19]2[CH:20]([CH2:22][O:23][C:24]([N:26]3[CH2:27][CH2:28][CH:29]([C:32]4[O:36][N:35]=[C:34]([C@@H:37]5[CH2:42][CH2:41][C@@H:40]([N:43]([O:44][CH2:45][C:46]6[CH:51]=[CH:50][CH:49]=[CH:48][CH:47]=6)[C:4]([Cl:5])=[O:3])[CH2:39][N:38]5[C:52]([O:54][C:55]([CH3:58])([CH3:57])[CH3:56])=[O:53])[N:33]=4)[CH2:30][CH2:31]3)=[O:25])[C:21]3[C:13](=[CH:12][CH:11]=[CH:10][CH:9]=3)[C:14]=2[CH:15]=[CH:16][CH:17]=1. Procedure: Diphosgene (144 mg, 0.727 mmol) was added to a solution of (2S,5R)-tert-butyl 2-(5-(1-(((9H-fluoren-9-yl)methoxy) carbonyl)piperidin-4-yl)-1,2,4-oxadiazol-3-yl)-5-(benzyloxyamino)piperidine-1-carboxylate (380 mg, 0.559 mmol) and TEA (113 mg, 1.118 mmol) in DCM (5.0 mL). The mixture was stirred at 0° C. for 1 h, then, DCM (20 mL) was added and the mixture was washed with saturated sodium chloride (2×), dried over Na2SO4, and concentrated to give (2S,5R)-tert-butyl 2-(5-(1-(((9H-fluoren-9-yl)metho... Reactants: CCOP(=O)(CP(=O)(OCC)OCC)OCC, CN(C)C=O, [H-], [Na+], O, Cc1oc(-c2ccco2)nc1COc1ccc(COc2nn(-c3ccccc3)cc2C=O)cc1. Product: CCOP(=O)(C=Cc1cn(-c2ccccc2)nc1OCc1ccc(OCc2nc(-c3ccco3)oc2C)cc1)OCC. Reaction SMILES: [CH2:35]([P:36]([O:37][CH2:38][CH3:39])([O:40][CH2:41][CH3:42])=[O:43])[P:44](=[O:45])([O:46][CH2:47][CH3:48])[O:49][CH2:50][CH3:51].[CH3:52][N:53]([CH3:54])[CH:55]=[O:56].[H-:57].[Na+:58].[OH2:59].[o:1]1[c:2](-[c:6]2[o:7][c:8]([CH3:34])[c:9]([CH2:11][O:12][c:13]3[cH:14][cH:15][c:16]([CH2:17][O:18][c:19]4[n:20][n:21](-[c:26]5[cH:27][cH:28][cH:29][cH:30][cH:31]5)[cH:22][c:23]4[CH:24]=[O:25])[cH:32][cH:33]3)[n:10]2)[cH:3][cH:4][cH:5]1>>[o:1]1[c:2](-[c:6]2[o:7][c:8]([CH3:34])[c:9]([CH2:11][O:12][c:13]3[cH:14][cH:15][c:16]([CH2:17][O:18][c:19]4[n:20][n:21](-[c:26]5[cH:27][cH:28][cH:29][cH:30][cH:31]5)[cH:22][c:23]4[CH:24]=[CH:35][P:36]([O:37][CH2:38][CH3:39])([O:40][CH2:41][CH3:42])=[O:43])[cH:32][cH:33]3)[n:10]2)[cH:3][cH:4][cH:5]1. The reactants are COC(C1=CC(=C(C=C1)C)N1C(=NC(=CC1=O)OCC1=NC(=CC=C1)C)C)=O (4-methyl-3-[2-methyl-4-(6-methyl-pyridin-2-ylmethoxy)-6-oxo-6H-pyrimidin-1-yl]-benzoic acid methyl ester), Example 13, ClN1C(CCC1=O)=O (N-chlorosuccinimide). The reagents and catalysts are ClC(C(=O)O)Cl (dichloroacetic acid). The solvent is C(C)(C)O (isopropanol). Reaction conditions: temperature 60 celsius. The product is COC(C1=CC(=C(C=C1)C)N1C(=NC(=C(C1=O)Cl)OCC1=NC(=CC=C1)C)C)=O (3-[5-chloro-2-methyl-4-(6-methyl-pyridin-2-ylmethoxy)-6-oxo-6H-pyrimidin-1-yl]-4-methyl-benzoic acid methyl ester). As a reaction SMILES: [CH3:1][O:2][C:3](=[O:28])[C:4]1[CH:9]=[CH:8][C:7]([CH3:10])=[C:6]([N:11]2[C:16](=[O:17])[CH:15]=[C:14]([O:18][CH2:19][C:20]3[CH:25]=[CH:24][CH:23]=[C:22]([CH3:26])[N:21]=3)[N:13]=[C:12]2[CH3:27])[CH:5]=1.[Cl:29]N1C(=O)CCC1=O>C(O)(C)C.ClC(Cl)C(O)=O>[CH3:1][O:2][C:3](=[O:28])[C:4]1[CH:9]=[CH:8][C:7]([CH3:10])=[C:6]([N:11]2[C:16](=[O:17])[C:15]([Cl:29])=[C:14]([O:18][CH2:19][C:20]3[CH:25]=[CH:24][CH:23]=[C:22]([CH3:26])[N:21]=3)[N:13]=[C:12]2[CH3:27])[CH:5]=1. Procedure details: To a solution of 4-methyl-3-[2-methyl-4-(6-methyl-pyridin-2-ylmethoxy)-6-oxo-6H-pyrimidin-1-yl]-benzoic acid methyl ester from Step A, of Example 13 (100 mg, 0.26 mmol) in isopropanol (1 mL) was added N-chlorosuccinimide (39 mg, 0.29 mmol) and 1 drops of dichloroacetic acid. The solution was heated at 60° C. for two hours. The solution was concentrated in vacuo and the residue was partitioned between ethyl acetate and water. The organic layer was washed with water and brine and dried over magnes...